This data is from the Open Reaction Database (ORD), a public repository of structured organic reaction records. The task is: describe an organic reaction: reactants, conditions, products, and yield Reactants: [H-].[Na+] (sodium hydride), C(#N)C1=CC(=C(NCC)C=C1)[N+](=O)[O-] (4-cyano-N-ethyl-2-nitroaniline), O (water), ClC1=CC=C(S1)S(=O)(=O)Cl (5-chloro-2-thiophenesulfonyl chloride). Run in O1CCCC1 (tetrahydrofuran). The product is ClC1=CC=C(S1)S(=O)(=O)N(CC)C1=C(C=C(C=C1)C#N)[N+](=O)[O-] (5-Chloro-N-(4-cyano-2-nitrophenyl)-N-ethyl-2-thiophenesulfonamide). The yield is 29.7%. As a reaction SMILES: [H-].[Na+].[C:3]([C:5]1[CH:13]=[CH:12][C:8]([NH:9][CH2:10][CH3:11])=[C:7]([N+:14]([O-:16])=[O:15])[CH:6]=1)#[N:4].[Cl:17][C:18]1[S:22][C:21]([S:23](Cl)(=[O:25])=[O:24])=[CH:20][CH:19]=1.O>O1CCCC1>[Cl:17][C:18]1[S:22][C:21]([S:23]([N:9]([C:8]2[CH:12]=[CH:13][C:5]([C:3]#[N:4])=[CH:6][C:7]=2[N+:14]([O-:16])=[O:15])[CH2:10][CH3:11])(=[O:25])=[O:24])=[CH:20][CH:19]=1 |f:0.1|. Reported procedure: To a suspension of sodium hydride (60%, 0.10 g (2.50 mmol)) in tetrahydrofuran (THF) (3.0 ml), 4-cyano-N-ethyl-2-nitroaniline (0.38 g (1.99 mmol)) was added with stirring at room temperature. To the mixture, upon stirring for 15 minutes at room temperature and after the solution had turned deep purple, 5-chloro-2-thiophenesulfonyl chloride (0.55 g (2.53 mmol)) was added and the resulting mixture was stirred at room temperature for 18 hours. The reaction mixture was poured into water and the resu... Procedure details: The reaction and workup procedures of Example 156 were repeated except that 100 mg of 20-(5,5-dimethyl-1,3-dioxan-2-yl )-3β-(methoxycarbonyl)oxypregna-5,7-dien-1α-ol was used in lieu of 100 mg of 20-(5,5-dimethoxycarbonyl)oxypregna-1,3-dioxan-2-yl)-1α,3β-bis(methoxycarbonyloxy)pregna-5,7-diene to give 55 mg of 3β-hydroxy-1α-(methoxycarbonyl)oxypregna-5,7-diene-20-carbaldehyde showing the following physical properties. As a reaction SMILES: CC1(C)COC(C([C@@H]2[C@]3(C)[C@H](C4[C@H](CC3)[C@]3(C)C(C[C@@H](OC(OC)=O)C[C@@H]3O)=CC=4)CC2)C)[O:4][CH2:3]1.[CH3:36][O:37][C:38]([O:40][C@@H:41]1[C@@:59]2([CH3:60])[C:45](=[CH:46][CH:47]=[C:48]3[C@@H:58]2[CH2:57][CH2:56][C@@:55]2([CH3:61])[C@H:49]3[CH2:50][CH2:51][C@@H:52]2[CH2:53][CH3:54])[CH2:44][C@@H:43]([O:62]C(OC)=O)[CH2:42]1)=[O:39]>>[OH:62][C@H:43]1[CH2:42][C@H:41]([O:40][C:38]([O:37][CH3:36])=[O:39])[C@@:59]2([CH3:60])[C:45](=[CH:46][CH:47]=[C:48]3[C@@H:58]2[CH2:57][CH2:56][C@@:55]2([CH3:61])[C@H:49]3[CH2:50][CH2:51][C@@H:52]2[CH:53]([CH:3]=[O:4])[CH3:54])[CH2:44]1. The reactants are CC1(COC(OC1)C(C)[C@H]1CC[C@H]2C3=CC=C4C[C@H](C[C@@H]([C@]4(C)[C@H]3CC[C@]12C)O)OC(=O)OC)C (20-(5,5-dimethyl-1,3-dioxan-2-yl )-3β-(methoxycarbonyl)oxypregna-5,7-dien-1α-ol), COC(=O)O[C@H]1C[C@@H](CC2=CC=C3[C@@H]4CC[C@H](CC)[C@]4(CC[C@@H]3[C@@]12C)C)OC(=O)OC (1α,3β-bis(methoxycarbonyloxy)pregna-5,7-diene). Product: O[C@@H]1CC2=CC=C3[C@@H]4CC[C@H](C(C)C=O)[C@]4(CC[C@@H]3[C@]2([C@H](C1)OC(=O)OC)C)C (3β-hydroxy-1α-(methoxycarbonyl)oxypregna-5,7-diene-20-carbaldehyde). The reactants are CN(c1ccc2c(c1)nc(NCc1ccccc1)n2C)c1ccnc(Cl)n1, CNS(=O)(=O)CCc1ccc(N)cc1. Yields the product CNS(=O)(=O)CCc1ccc(Nc2nccc(N(C)c3ccc4c(c3)nc(NCc3ccccc3)n4C)n2)cc1, Cl. Reaction SMILES: [CH2:1]([c:2]1[cH:3][cH:4][cH:5][cH:6][cH:7]1)[NH:8][c:9]1[n:10][c:11]2[c:12]([n:13]1[CH3:14])[cH:15][cH:16][c:17]([N:19]([CH3:20])[c:21]1[n:22][c:23]([Cl:27])[n:24][cH:25][cH:26]1)[cH:18]2.[CH3:28][NH:29][S:30](=[O:31])(=[O:32])[CH2:33][CH2:34][c:35]1[cH:36][cH:37][c:38]([NH2:41])[cH:39][cH:40]1>>[CH2:1]([c:2]1[cH:3][cH:4][cH:5][cH:6][cH:7]1)[NH:8][c:9]1[n:10][c:11]2[c:12]([n:13]1[CH3:14])[cH:15][cH:16][c:17]([N:19]([CH3:20])[c:21]1[n:22][c:23]([NH:41][c:38]3[cH:37][cH:36][c:35]([CH2:34][CH2:33][S:30]([NH:29][CH3:28])(=[O:31])=[O:32])[cH:40][cH:39]3)[n:24][cH:25][cH:26]1)[cH:18]2.[ClH:27]. Reactants: CN1CC(CC1)C=1SC2=C(N1)C=1C=CC=CC1C2 (2-(1-methyl-3-pyrrolidinyl)-8H-indeno[1,2-d]thiazole), CI (methyl iodide). Reaction conditions: time 18 hour. Product: [I-].C[N+]1(CC(CC1)C=1SC2=C(N1)C=1C=CC=CC1C2)C (1,1-dimethyl-3-(8H-indeno[1,2-d]thiazol-2-yl)pyrrolidinium iodide). RXN SMILES: [CH3:1][N:2]1[CH2:6][CH2:5][CH:4]([C:7]2[S:8][C:9]3[CH2:18][C:17]4[CH:16]=[CH:15][CH:14]=[CH:13][C:12]=4[C:10]=3[N:11]=2)[CH2:3]1.[CH3:19][I:20]>>[I-:20].[CH3:1][N+:2]1([CH3:19])[CH2:6][CH2:5][CH:4]([C:7]2[S:8][C:9]3[CH2:18][C:17]4[CH:16]=[CH:15][CH:14]=[CH:13][C:12]=4[C:10]=3[N:11]=2)[CH2:3]1 |f:2.3|. Procedure: In 2 ml of methyl iodide, 30 mg of 2-(1-methyl-3-pyrrolidinyl)-8H-indeno[1,2-d]thiazole was dissolved, followed by stirring at room temperature for 18 hours. The solvent was evaporated under reduced pressure. The resulting oily substance was crystallized from diethyl ether-chloroform-methanol, whereby 43 mg of 1,1-dimethyl-3-(8H-indeno[1,2-d]thiazol-2-yl)pyrrolidinium iodide was obtained. The reactants are O=C([O-])[O-], Cc1cc(C#C[Si](C)(C)C)ccc1C1(OCc2ccccc2)CC1, CO, [K+], [K+]. The product is C#Cc1ccc(C2(OCc3ccccc3)CC2)c(C)c1. Reaction SMILES: [C:25](=[O:26])([O-:27])[O-:28].[CH2:1]([c:2]1[cH:3][cH:4][cH:5][cH:6][cH:7]1)[O:8][C:9]1([c:12]2[c:13]([CH3:24])[cH:14][c:15]([C:18]#[C:19][Si:20]([CH3:21])([CH3:22])[CH3:23])[cH:16][cH:17]2)[CH2:10][CH2:11]1.[CH3:31][OH:32].[K+:29].[K+:30]>>[CH2:1]([c:2]1[cH:3][cH:4][cH:5][cH:6][cH:7]1)[O:8][C:9]1([c:12]2[c:13]([CH3:24])[cH:14][c:15]([C:18]#[CH:19])[cH:16][cH:17]2)[CH2:10][CH2:11]1. Reactants: C(Cl)(Cl)(Cl)Cl (carbon tetrachloride), [Cl-].[Al+3].[Cl-].[Cl-] (aluminum chloride), ClC1=CC(=C(C=C1)F)Cl (1,3-dichloro-4-fluorobenzene). Product: ClC1=C(C=C(C(=C1)Cl)F)C(Cl)(Cl)Cl (2.4-dichloro-5-fluorobenzotrichloride). The yield is 62.7%. As a reaction SMILES: [C:1]([Cl:5])(Cl)([Cl:3])[Cl:2].[Cl-].[Al+3].[Cl-].[Cl-].[Cl:10][C:11]1[CH:16]=[CH:15][C:14]([F:17])=[C:13]([Cl:18])[CH:12]=1>>[Cl:10][C:11]1[CH:12]=[C:13]([Cl:18])[C:14]([F:17])=[CH:15][C:16]=1[C:1]([Cl:5])([Cl:3])[Cl:2] |f:1.2.3.4|. Procedure details: Into a 200 ml four-necked flask equipped with a stirrer, a reflux condenser, a thermometer and a dropping funnel, 97 ml (1 mol) of carbon tetrachloride and 26.7 g (0.2 mol) of aluminum chloride were charged, and 16.5 g (0.1 mol) of 1,3-dichloro-4-fluorobenzene was dropwised added thereto under reflux. Thereafter, the mixture was reacted for 20 minutes. Post treatment was conducted in the same manner as in Example 4 to obtain 17.7 g (yield: 62.6%) of 2.4-dichloro-5-fluorobenzotrichloride. Starting materials: O=C(O)CBr, O=C(c1ccccc1)c1cc(Cl)ccc1O, [H-], [Na+], CN(C)C=O. As a reaction SMILES: [Br:19][CH2:20][C:21](=[O:22])[OH:23].[Cl:1][c:2]1[cH:3][c:4]([C:9]([c:10]2[cH:11][cH:12][cH:13][cH:14][cH:15]2)=[O:16])[c:5]([OH:8])[cH:6][cH:7]1.[H-:17].[Na+:18].[O:24]=[CH:25][N:26]([CH3:27])[CH3:28]>>[Cl:1][c:2]1[cH:3][c:4]([C:9]([c:10]2[cH:11][cH:12][cH:13][cH:14][cH:15]2)=[O:16])[c:5]([O:8][CH2:20][C:21](=[O:22])[OH:23])[cH:6][cH:7]1. Yields the product O=C(O)COc1ccc(Cl)cc1C(=O)c1ccccc1.